This data is from the Open Reaction Database (ORD), a public repository of structured organic reaction records. The task is: describe an organic reaction: reactants, conditions, products, and yield The reactants are NC=1SC2=C(N=C(N=C2N[C@@H](CO)CCC)S)N1 ((2R)-2-[(2-amino-5-mercapto[1,3]thiazolo[4,5-d]pyrimidin-7-yl)amino]pentan-1-ol), ClC1=NC=C(C=C1)[C@@H](C)Cl (2-chloro-5-[(1R)-1-chloroethyl]pyridine). Yields the product NC=1SC2=C(N=C(N=C2N[C@@H](CO)CCC)S[C@@H](C)C=2C=NC(=CC2)Cl)N1 ((2R)-2-[(2-Amino-5-{[(1S)-1-(6-chloropyridin-3-yl)ethyl]thio}[1,3]thiazolo[4,5-d]pyrimidin-7-yl)amino]pentan-1-ol). The yield is 22.1%. Reaction SMILES: [NH2:1][C:2]1[S:3][C:4]2[C:9]([NH:10][C@H:11]([CH2:14][CH2:15][CH3:16])[CH2:12][OH:13])=[N:8][C:7]([SH:17])=[N:6][C:5]=2[N:18]=1.[Cl:19][C:20]1[CH:25]=[CH:24][C:23]([C@H:26](Cl)[CH3:27])=[CH:22][N:21]=1>>[NH2:1][C:2]1[S:3][C:4]2[C:9]([NH:10][C@H:11]([CH2:14][CH2:15][CH3:16])[CH2:12][OH:13])=[N:8][C:7]([S:17][C@H:26]([C:23]3[CH:22]=[N:21][C:20]([Cl:19])=[CH:25][CH:24]=3)[CH3:27])=[N:6][C:5]=2[N:18]=1. Procedure details: The title compound was prepared using General Method A starting from (2R)-2-[(2-amino-5-mercapto[1,3]thiazolo[4,5-d]pyrimidin-7-yl)amino]pentan-1-ol (70 mg, 0.245 mmol) and 2-chloro-5-[(1R)-1-chloroethyl]pyridine (Example 6b, 52 mg, 0.29 mmol). Purification by preparative HPLC yielded 23 mg (22% yield) of the title compound.